This data is from the Open Reaction Database (ORD), a public repository of structured organic reaction records. The task is: describe an organic reaction: reactants, conditions, products, and yield Reactants: S(=O)(=O)(O)O.NO (hydroxylamine sulfate), NC1=C2CCCC2=CC=C1 (4-aminoindane), Cl (hydrochloric acid), ClC(C(O)O)(Cl)Cl (chloral hydrate), S(=O)(=O)([O-])[O-].[Na+].[Na+] (sodium sulfate). Run in O (water), O (water). Run at temperature 45 celsius, time 45 minute. Product: ON=CC(=O)NC1=C2CCCC2=CC=C1 (2-Hydroxyimino-N-indan-4-yl-acetamide). Yield: 90.4%. RXN SMILES: Cl[C:2](Cl)(Cl)[CH:3]([OH:5])O.S([O-])([O-])(=O)=O.[Na+].[Na+].S(O)(O)(=O)=O.[NH2:20][OH:21].[NH2:22][C:23]1[CH:31]=[CH:30][CH:29]=[C:28]2[C:24]=1[CH2:25][CH2:26][CH2:27]2.Cl>O>[OH:21][N:20]=[CH:2][C:3]([NH:22][C:23]1[CH:31]=[CH:30][CH:29]=[C:28]2[C:24]=1[CH2:25][CH2:26][CH2:27]2)=[O:5] |f:1.2.3,4.5|. Procedure details: To a solution of chloral hydrate (5.46 g, 33 mmol) and anhydrous sodium sulfate (25.6 g, 180 mmol) in water (92 mL) add a mixture of hydroxylamine sulfate (25.6 g, 156 mmol), 4-aminoindane (4 g, 30 mmol), concentrated hydrochloric acid (3.1 mL) in water (30.8 mL). Heat the mixture up to 45° C. for 90 min, to 52° C. over 45 min and to 75° C. for 60 min. Cool the mixture to room temperature and filter the solid. Wash the solid with water and hexane. Dry the solid under vacuum to yield the title co... The product is O=C1CCC(N2Cc3c(OCc4ccc(CN5CCC(c6ccc(Cl)cc6)CC5)cc4)cccc3C2=O)C(=O)N1. RXN SMILES: [Br:1][CH2:2][c:3]1[cH:4][cH:5][c:6]([CH2:7][O:8][c:9]2[c:10]3[c:14]([cH:15][cH:16][cH:17]2)[C:13](=[O:18])[N:12]([CH:19]2[C:20](=[O:26])[NH:21][C:22](=[O:25])[CH2:23][CH2:24]2)[CH2:11]3)[cH:27][cH:28]1.[CH2:43]([N:44]([CH:45]([CH3:46])[CH3:47])[CH:48]([CH3:49])[CH3:50])[CH3:51].[CH3:52][C:53]#[N:54].[Cl:30][c:31]1[cH:32][cH:33][c:34]([CH:37]2[CH2:38][CH2:39][NH:40][CH2:41][CH2:42]2)[cH:35][cH:36]1.[ClH:29]>>[CH2:2]([c:3]1[cH:4][cH:5][c:6]([CH2:7][O:8][c:9]2[c:10]3[c:14]([cH:15][cH:16][cH:17]2)[C:13](=[O:18])[N:12]([CH:19]2[C:20](=[O:26])[NH:21][C:22](=[O:25])[CH2:23][CH2:24]2)[CH2:11]3)[cH:27][cH:28]1)[N:40]1[CH2:39][CH2:38][CH:37]([c:34]2[cH:33][cH:32][c:31]([Cl:30])[cH:36][cH:35]2)[CH2:42][CH2:41]1. Reactants: O=C1CCC(N2Cc3c(OCc4ccc(CBr)cc4)cccc3C2=O)C(=O)N1, CCN(C(C)C)C(C)C, CC#N, Clc1ccc(C2CCNCC2)cc1, Cl. Starting materials: Cl, CN(C(=O)N(C)C1CNCC1c1ccc(F)cc1)c1cc(C(F)(F)F)cc(C(F)(F)F)c1, O=C(O)Cn1cnnn1. Yields the product CN(C(=O)N(C)C1CN(C(=O)Cn2cnnn2)CC1c1ccc(F)cc1)c1cc(C(F)(F)F)cc(C(F)(F)F)c1. RXN SMILES: [ClH:1].[F:2][C:3]([c:4]1[cH:5][c:6]([N:14]([C:15](=[O:16])[N:17]([CH3:18])[CH:19]2[CH2:20][NH:21][CH2:22][CH:23]2[c:24]2[cH:25][cH:26][c:27]([F:30])[cH:28][cH:29]2)[CH3:31])[cH:7][c:8]([C:10]([F:11])([F:12])[F:13])[cH:9]1)([F:32])[F:33].[n:34]1([CH2:39][C:40](=[O:41])[OH:42])[n:35][n:36][n:37][cH:38]1>>[F:2][C:3]([c:4]1[cH:5][c:6]([N:14]([C:15](=[O:16])[N:17]([CH3:18])[CH:19]2[CH2:20][N:21]([C:40]([CH2:39][n:34]3[n:35][n:36][n:37][cH:38]3)=[O:41])[CH2:22][CH:23]2[c:24]2[cH:25][cH:26][c:27]([F:30])[cH:28][cH:29]2)[CH3:31])[cH:7][c:8]([C:10]([F:11])([F:12])[F:13])[cH:9]1)([F:32])[F:33]. The reactants are O=CO, O=C1Nc2nc(NC3CCC(O)CC3)ncc2CN1c1ccccc1Cl. Yields the product O=COC1CCC(Nc2ncc3c(n2)NC(=O)N(c2ccccc2Cl)C3)CC1. RXN SMILES: [CH:27](=[O:28])[OH:29].[Cl:1][c:2]1[c:3]([N:8]2[C:9](=[O:26])[NH:10][c:11]3[n:12][c:13]([NH:18][CH:19]4[CH2:20][CH2:21][CH:22]([OH:25])[CH2:23][CH2:24]4)[n:14][cH:15][c:16]3[CH2:17]2)[cH:4][cH:5][cH:6][cH:7]1>>[Cl:1][c:2]1[c:3]([N:8]2[C:9](=[O:26])[NH:10][c:11]3[n:12][c:13]([NH:18][CH:19]4[CH2:20][CH2:21][CH:22]([O:25][CH:27]=[O:28])[CH2:23][CH2:24]4)[n:14][cH:15][c:16]3[CH2:17]2)[cH:4][cH:5][cH:6][cH:7]1. Reactants: Cl, CCOC(=O)c1c(C)nn2ccc3c(c12)C(CCN)CC3. Product: Cl, Cc1cc2c3c(ccn2n1)CCC3CCN. As a reaction SMILES: [ClH:22].[NH2:1][CH2:2][CH2:3][CH:4]1[CH2:5][CH2:6][c:7]2[c:8]1[c:9]1[n:10]([cH:11][cH:12]2)[n:13][c:14]([CH3:21])[c:15]1[C:16]([O:17][CH2:18][CH3:19])=[O:20]>>[ClH:22].[NH2:1][CH2:2][CH2:3][CH:4]1[CH2:5][CH2:6][c:7]2[c:8]1[c:9]1[n:10]([cH:11][cH:12]2)[n:13][c:14]([CH3:21])[cH:15]1.